This data is from the Open Reaction Database (ORD), a public repository of structured organic reaction records. The task is: describe an organic reaction: reactants, conditions, products, and yield Starting materials: ClC1=CC=CC=2N(N=NC21)C2CCCCC2 (4-chloro-1-cyclohexylbenzotriazole), C[O-].[Na+] (sodium methoxide), cuprous iodide, Cl (hydrochloric acid). Solvent: CC1=NC(=CC(=C1)C)C (2,4,6-trimethyl pyridine), CO (methanol). Yields the product COC1=CC=CC=2N(N=NC21)C2CCCCC2 (4-methoxy-1-cyclohexyl-1H-benzotriazole). Yield: 34.0%. As a reaction SMILES: Cl[C:2]1[C:10]2[N:9]=[N:8][N:7]([CH:11]3[CH2:16][CH2:15][CH2:14][CH2:13][CH2:12]3)[C:6]=2[CH:5]=[CH:4][CH:3]=1.[CH3:17][O-:18].[Na+].Cl>CC1C=C(C)C=C(C)N=1.CO>[CH3:17][O:18][C:2]1[C:10]2[N:9]=[N:8][N:7]([CH:11]3[CH2:16][CH2:15][CH2:14][CH2:13][CH2:12]3)[C:6]=2[CH:5]=[CH:4][CH:3]=1 |f:1.2|. Reported procedure: A slurry of 1.5 grams of 4-chloro-1-cyclohexylbenzotriazole, 15 grams of sodium methoxide, 10 grams of cuprous iodide in 50 milliliters of 2,4,6-trimethyl pyridine (collidine) and 10 milliliters of methanol is heated at the reflux temperature for 26 hours. The reaction is cooled and poured into 150 milliliters of 10% hydrochloric acid. The product is extracted with ethyl ether and on evaporation of the solvent, 0.5 grams of an oil is obtained which solidified on standing. The crude product is re... Reactants: FC(C=1C=C(C=CC1)N1C(NC(NC1=O)NCCCC)=O)(F)F (3-(3-trifluoromethylphenyl)-6-n-butylaminotetrahydro-1,3,5-triazine-2,4-dione), C(C)(=O)OC(C)=O (acetic anhydride). Yields the product FC(C=1C=C(C=CC1)N1C(NC(NC1=O)N(C(C)=O)CCCC)=O)(F)F (3-(3-trifluoromethylphenyl)-6-[(N-acetyl)-n-butylamino]-tetrahydro-1,3,5-triazine-2,4-dione). Isolated yield 66.0%. RXN SMILES: [F:1][C:2]([F:23])([F:22])[C:3]1[CH:4]=[C:5]([N:9]2[C:14](=[O:15])[NH:13][CH:12]([NH:16][CH2:17][CH2:18][CH2:19][CH3:20])[NH:11][C:10]2=[O:21])[CH:6]=[CH:7][CH:8]=1.[C:24](OC(=O)C)(=[O:26])[CH3:25]>>[F:23][C:2]([F:22])([F:1])[C:3]1[CH:4]=[C:5]([N:9]2[C:14](=[O:15])[NH:13][CH:12]([N:16]([CH2:17][CH2:18][CH2:19][CH3:20])[C:24](=[O:26])[CH3:25])[NH:11][C:10]2=[O:21])[CH:6]=[CH:7][CH:8]=1. Reported procedure: A mixture of 3-(3-trifluoromethylphenyl)-6-n-butylaminotetrahydro-1,3,5-triazine-2,4-dione (4.0 g.) and acetic anhydride (40 ml.) was heated under reflux for 2 hours. The mixture was then distilled at atmospheric pressure over 2 hours, fresh acetic anhydride being added to maintain the original volume. The mixture was then distilled at atmospheric pressure so that the final volume was about 10 ml. Ether (60 ml.) and petroleum ether (b.p. 40°-60° C.) [hereinafter referred to as "40-60 petrol"] (2...